The task is: describe an organic reaction: reactants, conditions, products, and yield. This data is from the Open Reaction Database (ORD), a public repository of structured organic reaction records. Reactants: CC1=C(c2ccc(C(=O)O)cc2)CCCC1, c1ccc2c(c1)Cn1cccc1CN2. Product: CC1=C(c2ccc(C(=O)N3Cc4cccn4Cc4ccccc43)cc2)CCCC1. As a reaction SMILES: [CH3:1][C:2]1=[C:3]([c:8]2[cH:9][cH:10][c:11]([C:12](=[O:13])[OH:14])[cH:15][cH:16]2)[CH2:4][CH2:5][CH2:6][CH2:7]1.[cH:17]1[cH:18][cH:19][n:20]2[c:21]1[CH2:22][NH:23][c:24]1[c:25]([cH:27][cH:28][cH:29][cH:30]1)[CH2:26]2>>[CH3:1][C:2]1=[C:3]([c:8]2[cH:9][cH:10][c:11]([C:12](=[O:14])[N:23]3[CH2:22][c:21]4[cH:17][cH:18][cH:19][n:20]4[CH2:26][c:25]4[c:24]3[cH:30][cH:29][cH:28][cH:27]4)[cH:15][cH:16]2)[CH2:4][CH2:5][CH2:6][CH2:7]1. Yield: 71.0%. As a reaction SMILES: [C:1]([O:5][C:6](=[O:19])[NH:7][C:8]1[CH:13]=[CH:12][C:11]([C:14]([F:17])([F:16])[F:15])=[CH:10][C:9]=1[NH2:18])([CH3:4])([CH3:3])[CH3:2].C([O:24][C:25](=O)[CH2:26][C:27]([C:29]1[CH:34]=[CH:33][N:32]=[C:31]([C:35]2[CH:36]=[N:37][CH:38]=[CH:39][CH:40]=2)[CH:30]=1)=[O:28])(C)(C)C>>[C:1]([O:5][C:6](=[O:19])[NH:7][C:8]1[CH:13]=[CH:12][C:11]([C:14]([F:17])([F:16])[F:15])=[CH:10][C:9]=1[NH:18][C:25](=[O:24])[CH2:26][C:27]([C:29]1[CH:34]=[CH:33][N:32]=[C:31]([C:35]2[CH:36]=[N:37][CH:38]=[CH:39][CH:40]=2)[CH:30]=1)=[O:28])([CH3:4])([CH3:2])[CH3:3]. Procedure details: The title compound was prepared from (2-amino-4-trifluoromethyl-phenyl)-carbamic acid tert-butyl ester (Example J3) (214 mg, 0.75 mmol) and 3-[2,3′]bipyridinyl-4-yl-3-oxo-propionic acid tert-butyl ester (Example K57) (224 mg, 0.75 mmol) according to the general procedure M. Obtained as a yellow foam (268 mg, 71%). Yields the product C(C)(C)(C)OC(NC1=C(C=C(C=C1)C(F)(F)F)NC(CC(=O)C1=CC(=NC=C1)C=1C=NC=CC1)=O)=O ([2-(3-[2,3′]Bipyridinyl-4-yl-3-oxo-propionylamino)-4-trifluoromethyl-phenyl]-carbamic acid tert-butyl ester), foam. The reactants are C(C)(C)(C)OC(NC1=C(C=C(C=C1)C(F)(F)F)N)=O ((2-amino-4-trifluoromethyl-phenyl)-carbamic acid tert-butyl ester), C(C)(C)(C)OC(CC(=O)C1=CC(=NC=C1)C=1C=NC=CC1)=O (3-[2,3′]bipyridinyl-4-yl-3-oxo-propionic acid tert-butyl ester).